Dataset: the Open Reaction Database (ORD), a public repository of structured organic reaction records. Task: describe an organic reaction: reactants, conditions, products, and yield Starting materials: C(C)(=O)OC1=CC=CC=2C(=COC21)CNC(C)=O (7-acetoxy-3-((acetylamino)methyl)benzofuran), C([O-])([O-])=O.[K+].[K+] (potassium carbonate), CO (methanol). Reaction conditions: time 1 hour. Yields the product C(C)(=O)NCC1=COC2=C1C=CC=C2OCC(=O)OC (Methyl (3-((acetylamino)methyl)benzofuran-7-yloxy)acetate). Isolated yield 78.0%. RXN SMILES: [C:1]([O:4][C:5]1[C:13]2[O:12][CH:11]=[C:10]([CH2:14][NH:15][C:16](=[O:18])[CH3:17])[C:9]=2[CH:8]=[CH:7][CH:6]=1)(=O)[CH3:2].[C:19](=O)([O-])[O-:20].[K+].[K+].C[OH:26]>>[C:16]([NH:15][CH2:14][C:10]1[C:9]2[CH:8]=[CH:7][CH:6]=[C:5]([O:4][CH2:1][C:2]([O:20][CH3:19])=[O:26])[C:13]=2[O:12][CH:11]=1)(=[O:18])[CH3:17] |f:1.2.3|. Procedure details: 7-acetoxy-3-((acetylamino)methyl)benzofuran (258 mg) and potassium carbonate (82 mg) were added to methanol (5 ml) and the obtained mixture was stirred at room temperature for 1 hour. After removing methanol under reduced pressure, DMF (5 ml) and methyl bromoacetate (0.15 ml) were added to the residue, followed by stirring the resultant for 18 hours. The reaction solution was poured into water layer (30 ml) and the resultant was extracted twice with ethyl acetate (20 ml). The organic layers were... Reactants: O1CCOC12C=CC(C2)N(N=CC2=CC=CC=C2)C(=O)NCCC (Benzaldehyde 2-(1,4-dioxaspiro[4.4]non-6-en-8-yl)-4-propylsemicarbazone), C12(C(=O)CC(CC1)C2(C)C)CS(=O)(=O)O (camphorsulphonic acid). The solvent is CC(=O)C (acetone). Reaction conditions: time 4 hour. The product is C(C1=CC=CC=C1)=NN1C(N(C2C1CC(C2)=O)CCC)=O (1-Benzylideneamino-3-propyltetrahydrocyclopenta[d]imidazol-2,5(1H,3H)-dione). The yield is 115.4%. As a reaction SMILES: O1[C:5]2([CH2:9][CH:8]([N:10]([C:19]([NH:21][CH2:22][CH2:23][CH3:24])=[O:20])[N:11]=[CH:12][C:13]3[CH:18]=[CH:17][CH:16]=[CH:15][CH:14]=3)[CH:7]=[CH:6]2)[O:4]CC1.C12(CS(O)(=O)=O)C(C)(C)C(CC1)CC2=O>CC(C)=O>[CH:12](=[N:11][N:10]1[CH:8]2[CH2:9][C:5](=[O:4])[CH2:6][CH:7]2[N:21]([CH2:22][CH2:23][CH3:24])[C:19]1=[O:20])[C:13]1[CH:18]=[CH:17][CH:16]=[CH:15][CH:14]=1. Reported procedure: An acetone solution (150 ml) of the compound of step (d) (21 g) was stirred at 15° C. while camphorsulphonic acid (2.5 g) was added portionwise over 10 minutes. After 4 hours, the mixture was concentrated in vacuo, water (150 ml) and chloroform (100 ml) added and the organic phase separated. The latter was washed with dilute sodium bicarbonate (100 ml), separated and concentrated in vacuo to give the desired product as a brown oil (21.0 g).